describe an organic reaction: reactants, conditions, products, and yield From a dataset of the Open Reaction Database (ORD), a public repository of structured organic reaction records. The reactants are NC=1C=C(C=NC1)C(=O)C1=CN(C2=C1C=NC=C2F)C(CO[Si](C)(C)C(C)(C)C)(C)C ((5-amino-pyridin-3-yl)-{1-[2-(tert-butyl-dimethyl-silanyloxy)-1,1-dimethyl-ethyl]-7-fluoro-1H-pyrrolo[3,2-c]pyridin-3-yl}-methanone), ClC1=CC=C(C=C1)CC(=O)O ((4-chloro-phenyl)-acetic acid), CCN(C(C)C)C(C)C (DIPEA), C(CC)P1(OP(OP(O1)(=O)CCC)(=O)CCC)=O (T3P). The solvent is C1CCOC1 (THF). Run at temperature 25 celsius, time 18 hour. Product: C(C)(C)(C)[Si](OCC(C)(C)N1C=C(C=2C=NC=C(C21)F)C(=O)C=2C=C(C=NC2)NC(CC2=CC=C(C=C2)Cl)=O)(C)C (N-(5-{1-[2-(tert-Butyl-dimethyl-silanyloxy)-1,1-dimethyl-ethyl]-7-fluoro-1H-pyrrolo[3,2-c]pyridine-3-carbonyl}-pyridin-3-yl)-2-(4-chloro-phenyl)-acetamide), solid. Isolated yield 74.0%. Reaction SMILES: [NH2:1][C:2]1[CH:3]=[C:4]([C:8]([C:10]2[C:14]3[CH:15]=[N:16][CH:17]=[C:18]([F:19])[C:13]=3[N:12]([C:20]([CH3:31])([CH3:30])[CH2:21][O:22][Si:23]([C:26]([CH3:29])([CH3:28])[CH3:27])([CH3:25])[CH3:24])[CH:11]=2)=[O:9])[CH:5]=[N:6][CH:7]=1.[Cl:32][C:33]1[CH:38]=[CH:37][C:36]([CH2:39][C:40](O)=[O:41])=[CH:35][CH:34]=1.CCN(C(C)C)C(C)C.C(P1(=O)OP(CCC)(=O)OP(CCC)(=O)O1)CC>C1COCC1>[C:26]([Si:23]([CH3:24])([CH3:25])[O:22][CH2:21][C:20]([N:12]1[C:13]2[C:18]([F:19])=[CH:17][N:16]=[CH:15][C:14]=2[C:10]([C:8]([C:4]2[CH:3]=[C:2]([NH:1][C:40](=[O:41])[CH2:39][C:36]3[CH:37]=[CH:38][C:33]([Cl:32])=[CH:34][CH:35]=3)[CH:7]=[N:6][CH:5]=2)=[O:9])=[CH:11]1)([CH3:31])[CH3:30])([CH3:29])([CH3:28])[CH3:27]. Reported procedure: To a solution of (5-amino-pyridin-3-yl)-{1-[2-(tert-butyl-dimethyl-silanyloxy)-1,1-dimethyl-ethyl]-7-fluoro-1H-pyrrolo[3,2-c]pyridin-3-yl}-methanone (Preparation 29, 35 mg, 70 μmol), (4-chloro-phenyl)-acetic acid (13 mg, 79 μmol) and DIPEA (31 μL, 237 μmol) in THF (3 mL), T3P (151 μL, 237 μmol) was added and the mixture stirred at 25° C. for 18 hours. The reaction was evaporated under reduced pressure, the residue partitioned between water and ethyl acetate, the organic extracts washed with satu...